This data is from the Open Reaction Database (ORD), a public repository of structured organic reaction records. The task is: describe an organic reaction: reactants, conditions, products, and yield Starting materials: C1(CC1)OC=1C=C(C=CC1OC(F)F)C1=C(C2=C(C=NN(C2=O)COCC[Si](C)(C)C)N1)CCCCC (2-(3-cyclopropoxy-4-difluoromethoxyphenyl)-3-pentyl-5-(2-trimethylsilylethoxymethyl)-1,5-dihydropyrrolo[2,3-d]pyridazin-4-one), C1(CC1)OC=1C=C(C=CC1OC(F)F)C1=C(C2=C(C=NN(C2=O)COCC[Si](C)(C)C)N1)CCC (2-(3-cyclopropoxy-4-difluoromethoxyphenyl)-3-propyl-5-(2-trimethylsilylethoxymethyl)-1,5-dihydropyrrolo-[2,3-d]pyridazin-4-one). Yields the product C1(CC1)OC=1C=C(C=CC1OC(F)F)C1=C(C2=C(C=NNC2=O)N1)CCCCC (2-(3-Cyclopropoxy-4-difluoromethoxyphenyl)-3-pentyl-1,5-dihydropyrrolo[2,3-d]pyridazin-4-one). Yield: 40.9%. As a reaction SMILES: [CH:1]1([O:4][C:5]2[CH:6]=[C:7]([C:15]3[NH:32][C:18]4[CH:19]=[N:20][N:21](COCC[Si](C)(C)C)[C:22](=[O:23])[C:17]=4[C:16]=3[CH2:33][CH2:34][CH2:35][CH2:36][CH3:37])[CH:8]=[CH:9][C:10]=2[O:11][CH:12]([F:14])[F:13])[CH2:3][CH2:2]1.C1(OC2C=C(C3NC4C=NN(COCC[Si](C)(C)C)C(=O)C=4C=3CCC)C=CC=2OC(F)F)CC1>>[CH:1]1([O:4][C:5]2[CH:6]=[C:7]([C:15]3[NH:32][C:18]4[CH:19]=[N:20][NH:21][C:22](=[O:23])[C:17]=4[C:16]=3[CH2:33][CH2:34][CH2:35][CH2:36][CH3:37])[CH:8]=[CH:9][C:10]=2[O:11][CH:12]([F:13])[F:14])[CH2:2][CH2:3]1. Procedure: Reaction and post treatment were carried out in the same manner as in Example 6-(c) except for using 0.32 g (0.60 mmol) of 2-(3-cyclopropoxy-4-difluoromethoxyphenyl)-3-pentyl-5-(2-trimethylsilylethoxymethyl)-1,5-dihydropyrrolo[2,3-d]pyridazin-4-one obtained in Example 68-(c) in place of 2-(3-cyclopropoxy-4-difluoromethoxyphenyl)-3-propyl-5-(2-trimethylsilylethoxymethyl)-1,5-dihydropyrrolo-[2,3-d]pyridazin-4-one, whereby 99 mg of the title compound was obtained as a white solid. (Yield: 41%) Reactants: O=C1CCCN(Cc2ccccc2)C1, CO, Cl, [K+], [OH-], O, c1ccc2[nH]ccc2c1. Product: C1=C(c2c[nH]c3ccccc23)CN(Cc2ccccc2)CC1. Reaction SMILES: [CH2:13]([c:14]1[cH:15][cH:16][cH:17][cH:18][cH:19]1)[N:20]1[CH2:21][C:22](=[O:26])[CH2:23][CH2:24][CH2:25]1.[CH3:28][OH:29].[ClH:12].[K+:2].[OH-:1].[OH2:27].[nH:3]1[cH:4][cH:5][c:6]2[cH:7][cH:8][cH:9][cH:10][c:11]12>>[nH:3]1[cH:4][c:5]([C:22]2=[CH:23][CH2:24][CH2:25][N:20]([CH2:13][c:14]3[cH:15][cH:16][cH:17][cH:18][cH:19]3)[CH2:21]2)[c:6]2[cH:7][cH:8][cH:9][cH:10][c:11]12. The reactants are CO, [Na+], C1CCOC1, [OH-], Cc1ccccc1C(O)CCC(=O)OC(C)(C)C. Product: [Na+], Cc1ccccc1C(O)CCC(=O)[O-]. As a reaction SMILES: [CH3:26][OH:27].[Na+:20].[O:21]1[CH2:22][CH2:23][CH2:24][CH2:25]1.[OH-:19].[OH:1][CH:2]([CH2:3][CH2:4][C:5](=[O:6])[O:7][C:8]([CH3:9])([CH3:10])[CH3:11])[c:12]1[c:13]([CH3:18])[cH:14][cH:15][cH:16][cH:17]1>>[Na+:20].[OH:1][CH:2]([CH2:3][CH2:4][C:5](=[O:6])[O-:7])[c:12]1[c:13]([CH3:18])[cH:14][cH:15][cH:16][cH:17]1.